Dataset: the Open Reaction Database (ORD), a public repository of structured organic reaction records. Task: describe an organic reaction: reactants, conditions, products, and yield Reactants: OC1=CC=C(C=N1)C(CC)=O (1-(6-hydroxypyridin-3-yl)propan-1-one), ClCCOC1=CC=C(C=C1)C(=O)C1=CC=C(C=C1)O ((4-(2-chloroethoxy)phenyl)(4-hydroxyphenyl)methanone). The product is ClCCOC1=CC=C(C=C1)\C(=C(\CC)/C=1C=CC(=NC1)O)\C1=CC=C(C=C1)O ((Z)-5-(1-(4-(2-chloroethoxy)phenyl)-1-(4-hydroxyphenyl)-but-1-en-2-yl)pyridin-2-ol). RXN SMILES: [OH:1][C:2]1[N:7]=[CH:6][C:5]([C:8](=O)[CH2:9][CH3:10])=[CH:4][CH:3]=1.[Cl:12][CH2:13][CH2:14][O:15][C:16]1[CH:21]=[CH:20][C:19]([C:22]([C:24]2[CH:29]=[CH:28][C:27]([OH:30])=[CH:26][CH:25]=2)=O)=[CH:18][CH:17]=1>>[Cl:12][CH2:13][CH2:14][O:15][C:16]1[CH:21]=[CH:20][C:19](/[C:22](/[C:24]2[CH:29]=[CH:28][C:27]([OH:30])=[CH:26][CH:25]=2)=[C:8](\[C:5]2[CH:4]=[CH:3][C:2]([OH:1])=[N:7][CH:6]=2)/[CH2:9][CH3:10])=[CH:18][CH:17]=1. Procedure: Following general procedure of McMurry reaction as described in example 1, step B, 1-(6-hydroxypyridin-3-yl)propan-1-one (0.3 g, 1.0 eq) was reacted with (4-(2-chloroethoxy)phenyl)(4-hydroxyphenyl)methanone (1.37 g, 2.5 eq) to give the desired Z-product (Z and E isomer can be separated via column chromatography). Starting materials: COC(=O)c1c(C)cccc1CBr, Cc1cccc(CBr)c1C(=O)Br, COC(=O)c1c(C)cccc1C, CN1CCCC1=O, CC(C)(C)[O-], OC1CCCC(O)C1, [K+], O. Yields the product COC(=O)c1c(C)cccc1COC1CCCC(O)C1. RXN SMILES: [Br:15][CH2:16][c:17]1[c:18]([C:19](=[O:20])[O:21][CH3:22])[c:23]([CH3:27])[cH:24][cH:25][cH:26]1.[Br:28][CH2:29][c:30]1[cH:31][cH:32][cH:33][c:34]([CH3:35])[c:36]1[C:37]([Br:38])=[O:39].[CH3:40][c:41]1[cH:42][cH:43][cH:44][c:45]([CH3:46])[c:47]1[C:48]([O:49][CH3:50])=[O:51].[CH3:52][N:53]1[CH2:54][CH2:55][CH2:56][C:57]1=[O:58].[CH3:9][C:10]([CH3:11])([O-:12])[CH3:13].[CH:1]1([OH:8])[CH2:2][CH:3]([OH:7])[CH2:4][CH2:5][CH2:6]1.[K+:14].[OH2:59]>>[CH:1]1([O:8][CH2:16][c:17]2[c:18]([C:19](=[O:20])[O:21][CH3:22])[c:23]([CH3:27])[cH:24][cH:25][cH:26]2)[CH2:2][CH:3]([OH:7])[CH2:4][CH2:5][CH2:6]1. The reactants are Cc1ccc2c(c1)CCCC2, O=S(=O)(O)Cl, ClC(Cl)Cl. The product is Cc1ccc2c(c1S(=O)(=O)O)CCCC2, [Cl-]. Reaction SMILES: [CH3:1][c:2]1[cH:3][c:4]2[c:9]([cH:10][cH:11]1)[CH2:8][CH2:7][CH2:6][CH2:5]2.[Cl:12][S:13](=[O:14])(=[O:15])[OH:16].[Cl:17][CH:18]([Cl:19])[Cl:20]>>[CH3:1][c:2]1[c:3]([S:13](=[O:14])(=[O:15])[OH:16])[c:4]2[c:9]([cH:10][cH:11]1)[CH2:8][CH2:7][CH2:6][CH2:5]2.[Cl-:12]. RXN SMILES: [C:125](=[O:126])([O-:127])[O-:128].[C:78]([O:79][C:80]([NH:81][c:82]1[cH:83][cH:84][c:85]([O:86][CH2:87][CH3:88])[cH:89][cH:90]1)=[O:91])([CH3:92])([CH3:93])[CH3:94].[C:95]([Li:96])([CH3:97])([CH3:98])[CH3:99].[CH2:103]([N:104]([CH:105]([CH3:106])[CH3:107])[CH:108]([CH3:109])[CH3:110])[CH3:111].[CH2:115]1[O:116][CH2:117][CH2:118][CH2:119]1.[CH2:67]1[O:68][c:69]2[cH:70][cH:71][c:72]([CH:73]=[O:74])[cH:75][c:76]2[O:77]1.[CH3:112][O-:113].[CH3:1][O:2][c:3]1[c:4]([CH2:5][Cl:6])[cH:7][cH:8][cH:9][cH:10]1.[Cl:100][CH2:101][Cl:102].[Cl:59][C:60]([CH2:61][C:62]([O:63][CH3:64])=[O:65])=[O:66].[K+:129].[K+:130].[NH2:38][c:39]1[cH:40][cH:41][c:42]([O:43][CH2:44][CH3:45])[cH:46][c:47]1[C:48](=[O:49])[c:50]1[cH:51][cH:52][c:53]2[c:57]([cH:58]1)[O:56][CH2:55][O:54]2.[Na+:114].[O:11]1[CH2:12][O:13][c:14]2[c:15]1[cH:16][cH:17][c:18](-[c:20]1[c:21]([C:34](=[O:35])[O:36][CH3:37])[c:22](=[O:33])[nH:23][c:24]3[cH:25][cH:26][c:27]([O:30][CH2:31][CH3:32])[cH:28][c:29]13)[cH:19]2.[O:120]=[CH:121][N:122]([CH3:123])[CH3:124]>>[CH3:1][O:2][c:3]1[c:4]([CH2:5][n:23]2[c:22](=[O:33])[c:21]([C:34](=[O:35])[O:36][CH3:37])[c:20](-[c:18]3[cH:17][cH:16][c:15]4[c:14]([cH:19]3)[O:13][CH2:12][O:11]4)[c:29]3[c:24]2[cH:25][cH:26][c:27]([O:30][CH2:31][CH3:32])[cH:28]3)[cH:7][cH:8][cH:9][cH:10]1. Product: CCOc1ccc2c(c1)c(-c1ccc3c(c1)OCO3)c(C(=O)OC)c(=O)n2Cc1ccccc1OC. Reactants: O=C([O-])[O-], CCOc1ccc(NC(=O)OC(C)(C)C)cc1, [Li]C(C)(C)C, CCN(C(C)C)C(C)C, C1CCOC1, O=Cc1ccc2c(c1)OCO2, C[O-], COc1ccccc1CCl, ClCCl, COC(=O)CC(=O)Cl, [K+], [K+], CCOc1ccc(N)c(C(=O)c2ccc3c(c2)OCO3)c1, [Na+], CCOc1ccc2[nH]c(=O)c(C(=O)OC)c(-c3ccc4c(c3)OCO4)c2c1, CN(C)C=O. Reactants: [Ag+2], CCOC(=O)CCCCCCC1=CC(Br)CC1=O, CC(C)(C)O, O=C([O-])[O-]. The product is CCOC(=O)CCCCCCC1=CC(OC(C)(C)C)CC1=O. RXN SMILES: [Ag+2:28].[Br:1][CH:2]1[CH:3]=[C:4]([CH2:8][CH2:9][CH2:10][CH2:11][CH2:12][CH2:13][C:14](=[O:15])[O:16][CH2:17][CH3:18])[C:5](=[O:7])[CH2:6]1.[C:19]([CH3:20])([CH3:21])([CH3:22])[OH:23].[C:24](=[O:25])([O-:26])[O-:27]>>[CH:2]1([O:23][C:19]([CH3:20])([CH3:21])[CH3:22])[CH:3]=[C:4]([CH2:8][CH2:9][CH2:10][CH2:11][CH2:12][CH2:13][C:14](=[O:15])[O:16][CH2:17][CH3:18])[C:5](=[O:7])[CH2:6]1. Starting materials: FC=1C=C(CN2N=CC3=CC(=CC=C23)NC2=NC=NC3=CC=CC(=C23)O[C@@H](C(=O)OC)C)C=CC1 (methyl (2R)-2-[(4-{[1-(3-fluorobenzyl)-1H-indazol-5-yl]amino}quinazolin-5-yl)oxy]propanoate), N (ammonia). Yields the product FC=1C=C(CN2N=CC3=CC(=CC=C23)NC2=NC=NC3=CC=CC(=C23)O[C@@H](C(=O)N)C)C=CC1 ((2R)-2-[(4-{[1-(3-fluorobenzyl)-1H-indazol-5-yl]amino}quinazolin-5-yl)oxy]propanamide). The yield is 91.0%. Reaction SMILES: [F:1][C:2]1[CH:3]=[C:4]([CH:33]=[CH:34][CH:35]=1)[CH2:5][N:6]1[C:14]2[C:9](=[CH:10][C:11]([NH:15][C:16]3[C:25]4[C:20](=[CH:21][CH:22]=[CH:23][C:24]=4[O:26][C@H:27]([CH3:32])[C:28]([O:30]C)=O)[N:19]=[CH:18][N:17]=3)=[CH:12][CH:13]=2)[CH:8]=[N:7]1.[NH3:36]>>[F:1][C:2]1[CH:3]=[C:4]([CH:33]=[CH:34][CH:35]=1)[CH2:5][N:6]1[C:14]2[C:9](=[CH:10][C:11]([NH:15][C:16]3[C:25]4[C:20](=[CH:21][CH:22]=[CH:23][C:24]=4[O:26][C@H:27]([CH3:32])[C:28]([NH2:36])=[O:30])[N:19]=[CH:18][N:17]=3)=[CH:12][CH:13]=2)[CH:8]=[N:7]1. Procedure: Using the same procedure as in Example 5, methyl (2R)-2-[(4-{[1-(3-fluorobenzyl)-1H-indazol-5-yl]amino}quinazolin-5-yl)oxy]propanoate (250 mg, 0.53 mmol) was reacted with ammonia to give the title compound as a pale solid (220 mg, 91%); NMR Spectrum 1.66 (d, 3H), 5.14 (q, 1H), 5.70 (s, 2H), 7.12-7.01 (m, 4H), 7.36 (m, 2H), 7.54 (s, 1H), 7.75 (m, 3H), 7.90 (s, 1H), 8.16 (s, 1H), 8.52 (s, 2H), 10.80 (s, 1H); Mass spectrum 457. Reactants: O=C([O-])[O-], ClCC1CO1, [I-], [K+], [K+], [K+], CN(C)C=O, O=C(O)c1ccc2ncccc2c1. Product: O=C(OCC1CO1)c1ccc2ncccc2c1. RXN SMILES: [C:19](=[O:20])([O-:21])[O-:22].[Cl:14][CH2:15][CH:16]1[CH2:17][O:18]1.[I-:26].[K+:23].[K+:24].[K+:25].[O:27]=[CH:28][N:29]([CH3:30])[CH3:31].[n:1]1[cH:2][cH:3][cH:4][c:5]2[cH:6][c:7]([C:11](=[O:12])[OH:13])[cH:8][cH:9][c:10]12>>[n:1]1[cH:2][cH:3][cH:4][c:5]2[cH:6][c:7]([C:11]([O:12][CH2:15][CH:16]3[CH2:17][O:18]3)=[O:13])[cH:8][cH:9][c:10]12.